Dataset: the Open Reaction Database (ORD), a public repository of structured organic reaction records. Task: describe an organic reaction: reactants, conditions, products, and yield Reactants: CO, O=C[O-], O=CO, [OH-], [OH-], [Pd+2], c1ccc(CN(Cc2ccccc2)c2nc3ccccc3c3c2nc2n3CCOC2)cc1. Yields the product Nc1nc2ccccc2c2c1nc1n2CCOC1. RXN SMILES: [CH3:39][OH:40].[CH:33]([O-:34])=[O:35].[CH:36]([OH:37])=[O:38].[OH-:41].[OH-:43].[Pd+2:42].[c:1]1([CH2:2][N:8]([CH2:3][c:4]2[cH:5][cH:6][cH:7][cH:26][cH:27]2)[c:9]2[n:10][c:11]3[cH:12][cH:13][cH:14][cH:15][c:16]3[c:17]3[c:18]2[n:19][c:20]2[n:21]3[CH2:22][CH2:23][O:24][CH2:25]2)[cH:28][cH:29][cH:30][cH:31][cH:32]1>>[NH2:8][c:9]1[n:10][c:11]2[cH:12][cH:13][cH:14][cH:15][c:16]2[c:17]2[c:18]1[n:19][c:20]1[n:21]2[CH2:22][CH2:23][O:24][CH2:25]1. Starting materials: NC=1C=CC2=C(C(=C(O2)CCCC)C(C2=C(C(=C(C(=C2)I)CC)I)OCC(=O)O)=O)C1 (5-amino-2-n-butyl-3-(3,5-diiodo-4-ethylcarboxymethoxybenzoyl)-benzofuran), COC1=CC=C(C=C1)N=C=O (p-methoxyphenylisocyanate). Run in C1CCOC1 (THF). Product: C(CCC)C=1OC2=C(C1C(C1=C(C(=C(C(=C1)I)CC)I)OCC(=O)O)=O)C=C(C=C2)NC(=O)NC2=CC=C(C=C2)OC (2-n-butyl-3-(3,5-diiodo-4-ethyl carboxymethoxybenzoyl)-5-(4-methoxyphenylureido)benzofuran). Yield: 75.3%. Reaction SMILES: [NH2:1][C:2]1[CH:3]=[CH:4][C:5]2[O:9][C:8]([CH2:10][CH2:11][CH2:12][CH3:13])=[C:7]([C:14](=[O:30])[C:15]3[CH:20]=[C:19]([I:21])[C:18]([CH2:22][CH3:23])=[C:17]([I:24])[C:16]=3[O:25][CH2:26][C:27]([OH:29])=[O:28])[C:6]=2[CH:31]=1.[CH3:32][O:33][C:34]1[CH:39]=[CH:38][C:37]([N:40]=[C:41]=[O:42])=[CH:36][CH:35]=1>C1COCC1>[CH2:10]([C:8]1[O:9][C:5]2[CH:4]=[CH:3][C:2]([NH:1][C:41]([NH:40][C:37]3[CH:38]=[CH:39][C:34]([O:33][CH3:32])=[CH:35][CH:36]=3)=[O:42])=[CH:31][C:6]=2[C:7]=1[C:14](=[O:30])[C:15]1[CH:20]=[C:19]([I:21])[C:18]([CH2:22][CH3:23])=[C:17]([I:24])[C:16]=1[O:25][CH2:26][C:27]([OH:29])=[O:28])[CH2:11][CH2:12][CH3:13]. Procedure details: A solution of 5-amino-2-n-butyl-3-(3,5-diiodo-4-ethylcarboxymethoxybenzoyl)-benzofuran (prepared as in Example 1(g), 320 mg, 0.5 mmol) and p-methoxyphenylisocyanate (75 mg, 0.5 mmol) in THF (10 mL) was stirred at room temperature for 3 h. The mixture was concentrated, ethyacetate was added and the organic layer was washed with water, 1M HCl, then NaHCO3 (sat) then brine, dried using MgSO2 and then concentrated. Purification by column chromathography on silica with a 95:5 mixture of methylenechlo...